This data is from the Open Reaction Database (ORD), a public repository of structured organic reaction records. The task is: describe an organic reaction: reactants, conditions, products, and yield The reactants are ICCC=C(C=C)C (iodo-4-methyl-3,5-hexadiene), C1(=CC=CC=C1)P(C1=CC=CC=C1)C1=CC=CC=C1 (triphenylphosphine), [I-].[PH4+] (phosphonium iodide). Run in C1=CC=CC=C1 (benzene). Reaction conditions: time 1 day. Yields the product [I-].CC(=CCC[P+](C1=CC=CC=C1)(C1=CC=CC=C1)C1=CC=CC=C1)C=C (4-Methyl-3,5-hexadienyl triphenylphosphonium iodide). As a reaction SMILES: [I:1][CH2:2][CH2:3][CH:4]=[C:5]([CH3:8])[CH:6]=[CH2:7].[C:9]1([P:15]([C:22]2[CH:27]=[CH:26][CH:25]=[CH:24][CH:23]=2)[C:16]2[CH:21]=[CH:20][CH:19]=[CH:18][CH:17]=2)[CH:14]=[CH:13][CH:12]=[CH:11][CH:10]=1.[I-].[PH4+]>C1C=CC=CC=1>[I-:1].[CH3:8][C:5]([CH:6]=[CH2:7])=[CH:4][CH2:3][CH2:2][P+:15]([C:16]1[CH:17]=[CH:18][CH:19]=[CH:20][CH:21]=1)([C:22]1[CH:27]=[CH:26][CH:25]=[CH:24][CH:23]=1)[C:9]1[CH:10]=[CH:11][CH:12]=[CH:13][CH:14]=1 |f:2.3,5.6|. Procedure: A mixture of 89.0 g. (0.40 mole) of iodo-4-methyl-3,5-hexadiene, 105 g. (0.40 mole) of triphenylphosphine and 350 ml. of benzene was stirred and refluxed for 8 hours. The solvent was removed in vacuo. After addition of about 1 1. of ether the oily mixture was left for one day at 0°. The crystallized salt was suction filtered, finely grinded and washed with ether, then dried for 4 hours at 80°/0.01 Torr. Obtained: 140 g. of phosphonium iodide, m.p. 124°-128°. The reactants are [Cl-].[NH4+] (ammonium chloride), C(C)OC1=C(C(=C(C=C1)C1=C(C(=CC=C1)F)F)F)F (4′-Ethoxy-2,2′,3,3′-tetrafluoro-1,1′-biphenyl), C(C)(CC)[Li] (sec-Butyllithium), O1CCOC12CCC(CC2)=O (1,4-Dioxaspiro[4.5]decan-8-one). Solvent: C1CCOC1 (THF), C1CCOC1 (THF). Run at time 2 hour. The product is C(C)OC1=C(C(=C(C=C1)C1=C(C(=C(C=C1)C1(CCC2(OCCO2)CC1)O)F)F)F)F (8-(4′-ethoxy-2,2′,3,3′-tetrafluoro-1,1′-biphenyl-4-yl)-1,4-dioxaspiro[4.5]decan-8-ol). RXN SMILES: [CH2:1]([O:3][C:4]1[CH:9]=[CH:8][C:7]([C:10]2[CH:15]=[CH:14][CH:13]=[C:12]([F:16])[C:11]=2[F:17])=[C:6]([F:18])[C:5]=1[F:19])[CH3:2].C([Li])(CC)C.[O:25]1[C:29]2([CH2:34][CH2:33][C:32](=[O:35])[CH2:31][CH2:30]2)[O:28][CH2:27][CH2:26]1.[Cl-].[NH4+]>C1COCC1>[CH2:1]([O:3][C:4]1[CH:9]=[CH:8][C:7]([C:10]2[CH:15]=[CH:14][C:13]([C:32]3([OH:35])[CH2:33][CH2:34][C:29]4([O:28][CH2:27][CH2:26][O:25]4)[CH2:30][CH2:31]3)=[C:12]([F:16])[C:11]=2[F:17])=[C:6]([F:18])[C:5]=1[F:19])[CH3:2] |f:3.4|. Procedure: 4′-Ethoxy-2,2′,3,3′-tetrafluoro-1,1′-biphenyl (s75) (50.0 g) and THF (500 ml) were placed in a reaction vessel under an atmosphere of nitrogen, and cooled to −74° C. sec-Butyllithium (1.00 M; in n-hexane-cyclohexane; 222 ml) was added dropwise in the temperature range of −74° C. to −70° C., and the stirring was continued for another 2 hours. 1,4-Dioxaspiro[4.5]decan-8-one (s7) (28.8 g) in THF (200 ml) solution was added dropwise in the temperature range of −75° C. to −70° C., and the stirring wa... The reactants are O=C([O-])O, ClCCl, OCCc1ccc(Cl)cc1Cl, [Na+], BrP(Br)Br. The product is Clc1ccc(CCBr)c(Cl)c1. RXN SMILES: [C:16](=[O:17])([OH:18])[O-:19].[CH2:21]([Cl:22])[Cl:23].[Cl:1][c:2]1[c:3]([CH2:4][CH2:5][OH:6])[cH:7][cH:8][c:9]([Cl:11])[cH:10]1.[Na+:20].[P:12]([Br:13])([Br:14])[Br:15]>>[Cl:1][c:2]1[c:3]([CH2:4][CH2:5][Br:13])[cH:7][cH:8][c:9]([Cl:11])[cH:10]1. Starting materials: CC(C)OC(=O)C1(C(=O)OC(C)C)CC(=CC#N)C1, CC#N, C1CCC2=NCCCN2CC1, C[Si](C)(C)CCOCn1ccc2c(-c3cn[nH]c3)ncnc21. The product is CC(C)OC(=O)C1(C(=O)OC(C)C)CC(CC#N)(n2cc(-c3ncnc4c3ccn4COCC[Si](C)(C)C)cn2)C1. RXN SMILES: [C:1](#[N:2])[CH:3]=[C:4]1[CH2:5][C:6]([C:8](=[O:9])[O:10][CH:11]([CH3:12])[CH3:13])([C:14](=[O:15])[O:16][CH:17]([CH3:18])[CH3:19])[CH2:7]1.[CH3:53][C:54]#[N:55].[N:42]12[CH2:43][CH2:44][CH2:45][N:46]=[C:47]1[CH2:48][CH2:49][CH2:50][CH2:51][CH2:52]2.[nH:20]1[n:21][cH:22][c:23](-[c:25]2[c:26]3[c:27]([n:28][cH:29][n:30]2)[n:31]([CH2:34][O:35][CH2:36][CH2:37][Si:38]([CH3:39])([CH3:40])[CH3:41])[cH:32][cH:33]3)[cH:24]1>>[C:1](#[N:2])[CH2:3][C:4]1([n:20]2[n:21][cH:22][c:23](-[c:25]3[c:26]4[c:27]([n:28][cH:29][n:30]3)[n:31]([CH2:34][O:35][CH2:36][CH2:37][Si:38]([CH3:39])([CH3:40])[CH3:41])[cH:32][cH:33]4)[cH:24]2)[CH2:5][C:6]([C:8](=[O:9])[O:10][CH:11]([CH3:12])[CH3:13])([C:14](=[O:15])[O:16][CH:17]([CH3:18])[CH3:19])[CH2:7]1. Reaction SMILES: [CH3:1][N:2]([CH3:48])[C:3]([C:5]1[CH:10]=[CH:9][CH:8]=[CH:7][C:6]=1[N:11]1[CH2:16][CH2:15][N:14]([C:17](=[O:47])[C@H:18]([NH:27][C:28]([C@@H:30]2[CH2:39][C:38]3[C:33](=[CH:34][CH:35]=[CH:36][CH:37]=3)[CH2:32][N:31]2C(OC(C)(C)C)=O)=[O:29])[CH2:19][C:20]2[CH:25]=[CH:24][C:23]([Cl:26])=[CH:22][CH:21]=2)[CH2:13][CH2:12]1)=[O:4].Cl>CCOC(C)=O>[CH2:32]1[C:33]2[C:38](=[CH:37][CH:36]=[CH:35][CH:34]=2)[CH2:39][C@@H:30]([C:28]([NH:27][C@H:18]([CH2:19][C:20]2[CH:25]=[CH:24][C:23]([Cl:26])=[CH:22][CH:21]=2)[C:17]([N:14]2[CH2:13][CH2:12][N:11]([C:6]3[CH:7]=[CH:8][CH:9]=[CH:10][C:5]=3[C:3]([N:2]([CH3:1])[CH3:48])=[O:4])[CH2:16][CH2:15]2)=[O:47])=[O:29])[NH:31]1. Product: C1N[C@@H](CC2=CC=CC=C12)C(=O)N[C@@H](C(=O)N1CCN(CC1)C1=C(C=CC=C1)C(=O)N(C)C)CC1=CC=C(C=C1)Cl ([2-(4-{(2R)-2-[((3S)(3-1,2,3,4-Tetrahydroisoquinolyl))carbonylamino]-3-(4-chlorophenyl)propanoyl}piperazinyl)phenyl]-N,N-dimethylcarboxamide). Starting materials: XVI, CN(C(=O)C1=C(C=CC=C1)N1CCN(CC1)C([C@@H](CC1=CC=C(C=C1)Cl)NC(=O)[C@H]1N(CC2=CC=CC=C2C1)C(=O)OC(C)(C)C)=O)C (tert-Butyl 3-[N-((1R)-2-{4-[2-(N,N-dimethylcarbamoyl)-phenyl]piperazinyl}-1-[(4-chlorophenyl)methyl]-2-oxoethyl)carbamoyl](3S)-1,2,3,4-tetrahydro-isoquinoline-2-carboxylate), Cl (HCl). Reported procedure: [2-(4-{(2R)-2-[((3S)(3-1,2,3,4-Tetrahydro-isoquinolyl)) carbonylamino]-3-(4-chlorophenyl)-propanoyl}piperazinyl)phenyl]-N,N-dimethylcarboxamide was prepared according to the procedure described in Preparation XVI by using tert-butyl 3-[N-((1R)-2-{4-[2-(N,N-dimethylcarbamoyl)-phenyl]piperazinyl}-1-[(4-chlorophenyl) methyl]-2-oxoethyl)carbamoyl](3S)-1,2,3,4-tetrahydro-isoquinoline-2-carboxylate (Step 6) (156 mg, 0.23 mmol) and a satd soln of HCl in EtOAc (5 mL). The title compound was isolated by ... The solvent is CCOC(=O)C (EtOAc). Starting materials: Pt(C), [H][H] (hydrogen), II, II, CC1([C@H]2[C@@H](OC([C@@H]12)=O)C(Br)(Br)Br)C ((1R,4R,5S)-6,6-dimethyl-4-(tribromomethyl)-3-oxabicyclo [3.1.0]hexan-2-one), CC1([C@H]2[C@H](OC([C@@H]12)=O)C(Br)(Br)Br)C ((1R,4S,5S)-6,6-dimethyl-4-(tribromomethyl)-3-oxabicyclo[3.1.0]hexan-2-one), C(O)([O-])=O.[Na+] (sodium hydrogen carbonate), Cl.C(C)(C)(C)OC (hydrochloric acid methyl t-butyl ether). The solvent is CO (methanol). Conditions: time 1 hour. Product: BrC(=C[C@@H]1C([C@@H]1C(=O)O)(C)C)Br ((1R-cis)-3-(2,2-Dibromoethenyl)-2,2-dimethyl-cyclopropane carboxylic acid). RXN SMILES: [CH3:1][C:2]1([CH3:13])[C@H:7]2[C@@H:3]1[C@H:4]([C:9](Br)([Br:11])[Br:10])[O:5][C:6]2=[O:8].CC1(C)[C@H]2[C@@H]1[C@@H](C(Br)(Br)Br)OC2=O.C(=O)([O-])O.[Na+].[H][H].Cl.C(OC)(C)(C)C>CO>[Br:10][C:9]([Br:11])=[CH:4][C@H:3]1[C@@H:7]([C:6]([OH:8])=[O:5])[C:2]1([CH3:1])[CH3:13] |f:2.3,5.6|. Reported procedure: A mixture of (1R,4R,5S)-6,6-dimethyl-4-(tribromomethyl)-3-oxabicyclo [3.1.0]hexan-2-one (I, R1=X1=X2=Br) and (1R,4S,5S)-6,6-dimethyl-4-(tribromomethyl)-3-oxabicyclo[3.1.0]hexan-2-one (I, R1X1=X2=Br), 0.75 g (0.002 mol), is stirred with sodium hydrogen carbonate, 0.421 g (0.005 mol), and-Pt(C) 5%, 0.06 g in about 9 ml of methanol at 50° C. with gaseous hydrogen being supplied below the liquid surface. Samples taken out for GC analysis are treated with aqueous hydrochloric acid/methyl t-butyl ethe... Reactants: O=C1CC(CCC1)NC(C)=O (N-(3-oxocyclohexyl)acetamide), CC(=O)[O-].[Na+] (NaOAc), Cl.COC1=CC=C(C=C1)NN (4-methoxyphenylhydrazine hydrochloride), CC(=O)O (HOAc). Solvent: O (H2O). Run at time 1 hour. Yields the product COC=1C=C2C=3CCC(CC3NC2=CC1)NC(C)=O (N-(1,3,4,9-tetrahydro-6-methoxy-2H-carbazol-2-yl)acetamide). RXN SMILES: O=[C:2]1[CH2:7][CH2:6][CH2:5][CH:4]([NH:8][C:9](=[O:11])[CH3:10])[CH2:3]1.CC([O-])=O.[Na+].Cl.[CH3:18][O:19][C:20]1[CH:25]=[CH:24][C:23]([NH:26]N)=[CH:22][CH:21]=1.CC(O)=O>O>[CH3:18][O:19][C:20]1[CH:21]=[C:22]2[C:23](=[CH:24][CH:25]=1)[NH:26][C:2]1[CH2:3][CH:4]([NH:8][C:9](=[O:11])[CH3:10])[CH2:5][CH2:6][C:7]2=1 |f:1.2,3.4|. Procedure details: A mixture of 0.05 mol of N-(3-oxocyclohexyl)acetamide, 0.05 mol of anhydrous NaOAc, 0.05 mol of 4-methoxyphenylhydrazine hydrochloride, and 155 ml of glacial HOAc was stirred for 1 hr at room temperature and then refluxed for 1 hr. The cooled reaction mixture was poured into H2O and the product triturated until solid. Filtration, drying, and recrystallization from ethanol gave the title compound, mp 191°-193°. The reactants are ClC1=NC=C(C(=N1)Cl)F (2,4-dichloro-5-fluoropyrimidine), NC1=C(C(=O)OCC)C=CC=C1 (ethyl 2-aminobenzoate), C(C)(C)N(C(C)C)CC (N,N-diisopropylethylamine). Run in C(C)(C)O (isopropanol). Run at time 18 hour. The product is ClC1=NC=C(C(=N1)NC1=C(C(=O)OCC)C=CC=C1)F (Ethyl 2-[(2-chloro-5-fluoro-4-pyrimidinyl)amino]benzoate). RXN SMILES: [Cl:1][C:2]1[N:7]=[C:6](Cl)[C:5]([F:9])=[CH:4][N:3]=1.[NH2:10][C:11]1[CH:21]=[CH:20][CH:19]=[CH:18][C:12]=1[C:13]([O:15][CH2:16][CH3:17])=[O:14].C(N(CC)C(C)C)(C)C>C(O)(C)C>[Cl:1][C:2]1[N:7]=[C:6]([NH:10][C:11]2[CH:21]=[CH:20][CH:19]=[CH:18][C:12]=2[C:13]([O:15][CH2:16][CH3:17])=[O:14])[C:5]([F:9])=[CH:4][N:3]=1. Procedure details: A round-bottomed flask was charged with 2,4-dichloro-5-fluoropyrimidine (2.5 g, 15 mmol), ethyl 2-aminobenzoate (4.9 g, 30 mmol), N,N-diisopropylethylamine (5.2 mL, 3.9 g, 30 mmol) and isopropanol (50 mL). The flask was fitted with a reflux condenser and the mixture was heated to reflux and stirred for 18 h. After cooling the reaction mixture to room temperature a precipitate appeared. The solid was collected and washed sparingly with isopropanol then copiously with ethyl ether to afford the tit... Starting materials: C(C1=CC=CC=C1)(=O)NC(=S)NC1=C(C=CC(=C1)N1[C@@H]2CO[C@H](C1)C2)OC (1-benzoyl-3-[2-methoxy-5-{(1S,4S)-(2-oxa-5-aza-bicyclo[2.2.1]hept-5-yl)}-phenyl]-thiourea), C[O-].[Na+] (sodium methylate). Solvent: CO (methanol). Conditions: time 1 hour. The product is COC1=C(C=C(C=C1)N1[C@@H]2CO[C@H](C1)C2)NC(=S)N ([2-methoxy-5-{(1S,4S)-(2-oxa-5-aza-bicyclo[2.2.1 ]hept-5-yl)}-phenyl]-thiourea). Yield: 64.8%. Reaction SMILES: C([NH:9][C:10]([NH:12][C:13]1[CH:18]=[C:17]([N:19]2[CH2:24][C@@H:23]3[CH2:25][C@H:20]2[CH2:21][O:22]3)[CH:16]=[CH:15][C:14]=1[O:26][CH3:27])=[S:11])(=O)C1C=CC=CC=1.C[O-].[Na+]>CO>[CH3:27][O:26][C:14]1[CH:15]=[CH:16][C:17]([N:19]2[CH2:24][C@@H:23]3[CH2:25][C@H:20]2[CH2:21][O:22]3)=[CH:18][C:13]=1[NH:12][C:10]([NH2:9])=[S:11] |f:1.2|. Procedure details: To a stirred suspension of 7.25 g (18.9 mmol) 1-benzoyl-3-[2-methoxy-5-{(1S,4S)-(2-oxa-5-aza-bicyclo[2.2.1]hept-5-yl)}-phenyl]-thiourea in 350 ml methanol was added dropwise 7.02 ml (37.8 mmol) 5.4 M sodium methylate solution and stirring continued for 1 h at room temperature. The resulting crystals were collected by filtration to afford 3.42 g (65%) [2-methoxy-5-{(1S,4S)-(2-oxa-5-aza-bicyclo[2.2.1 ]hept-5-yl)}-phenyl]-thiourea as a beige solid. ES-MS m/e (%):302 (M+Na+, 20), 281 (M+H+, 100). The product is CC1CC(O)CN1C(=O)CNC(=O)c1cccc(C(F)(F)F)c1. As a reaction SMILES: [CH2:35]([Cl:36])[CH2:37][Cl:38].[CH3:2][CH:3]1[CH2:4][CH:5]([OH:8])[CH2:6][NH:7]1.[CH:9]([N:10]([CH:11]([CH3:12])[CH3:13])[CH2:14][CH3:15])([CH3:16])[CH3:17].[Cl-:42].[Cl:39][CH2:40][Cl:41].[ClH:1].[F:18][C:19]([c:20]1[cH:21][c:22]([C:23](=[O:24])[NH:25][CH2:26][C:27](=[O:28])[OH:29])[cH:30][cH:31][cH:32]1)([F:33])[F:34].[NH4+:43].[OH2:44]>>[CH3:2][CH:3]1[CH2:4][CH:5]([OH:8])[CH2:6][N:7]1[C:27]([CH2:26][NH:25][C:23]([c:22]1[cH:21][c:20]([C:19]([F:18])([F:33])[F:34])[cH:32][cH:31][cH:30]1)=[O:24])=[O:28]. Starting materials: ClCCCl, CC1CC(O)CN1, CCN(C(C)C)C(C)C, [Cl-], ClCCl, Cl, O=C(O)CNC(=O)c1cccc(C(F)(F)F)c1, [NH4+], O.